This data is from the Open Reaction Database (ORD), a public repository of structured organic reaction records. The task is: describe an organic reaction: reactants, conditions, products, and yield Reaction SMILES: [C:25]([O:26][O:27][C:28](=[O:29])[c:30]1[cH:31][cH:32][cH:33][cH:34][cH:35]1)(=[O:36])[c:37]1[cH:38][cH:39][cH:40][cH:41][cH:42]1.[Cl:1][c:2]1[c:3]2[c:4]([C:13](=[O:14])[O:15][CH3:16])[c:5]([CH3:12])[n:6]([CH3:11])[c:7]2[cH:8][cH:9][cH:10]1.[Cl:43][C:44]([Cl:45])([Cl:46])[Cl:47].[O:17]=[C:18]1[N:19]([Br:24])[C:20](=[O:21])[CH2:22][CH2:23]1>>[Cl:1][c:2]1[c:3]2[c:4]([C:13](=[O:14])[O:15][CH3:16])[c:5]([CH2:12][Br:24])[n:6]([CH3:11])[c:7]2[cH:8][cH:9][cH:10]1. The product is COC(=O)c1c(CBr)n(C)c2cccc(Cl)c12. The reactants are O=C(OOC(=O)c1ccccc1)c1ccccc1, COC(=O)c1c(C)n(C)c2cccc(Cl)c12, ClC(Cl)(Cl)Cl, O=C1CCC(=O)N1Br.